describe an organic reaction: reactants, conditions, products, and yield From a dataset of the Open Reaction Database (ORD), a public repository of structured organic reaction records. Reactants: BrCCCCCCCCCCCO (11-bromo-1-undecanol), C(C(=C)C)(=O)O (methacrylic acid), C1(CCCCC1)N=C=NC1CCCCC1 (dicyclohexylcarbodiimide). The reagents and catalysts are CN(C1=CC=NC=C1)C (4-dimethylaminopyridine). Run in ClCCl (dichloromethane), ClCCl (dichloromethane). Reaction conditions: temperature 0 celsius, time 19 hour. Product: BrCCCCCCCCCCCOC(C(=C)C)=O (2-methylacrylic acid 11-bromoundecyl ester). The yield is 79.1%. As a reaction SMILES: [Br:1][CH2:2][CH2:3][CH2:4][CH2:5][CH2:6][CH2:7][CH2:8][CH2:9][CH2:10][CH2:11][CH2:12][OH:13].[C:14](O)(=[O:18])[C:15]([CH3:17])=[CH2:16].C1(N=C=NC2CCCCC2)CCCCC1>CN(C)C1C=CN=CC=1.ClCCl>[Br:1][CH2:2][CH2:3][CH2:4][CH2:5][CH2:6][CH2:7][CH2:8][CH2:9][CH2:10][CH2:11][CH2:12][O:13][C:14](=[O:18])[C:15]([CH3:17])=[CH2:16]. Procedure details: 19.2 g (76.4 mmol) 11-bromo-1-undecanol, 7.2 g (84.1 mmol) methacrylic acid and 1.03 g (8.4 mmol) 4-dimethylaminopyridine were dissolved in 157 ml dichloromethane. The solution was subsequently cooled to 0° C. and then a solution of 17.4 g (84.2 mmol) dicyclohexylcarbodiimide in 80 ml dichloromethane was added dropwise, in the course of 45 minutes at 0° C. The reaction was allowed to warm to room temperature, stirred for 19 hours and filtered. The filtrate was concentrated by evaporation. Chroma...